This data is from the Open Reaction Database (ORD), a public repository of structured organic reaction records. The task is: describe an organic reaction: reactants, conditions, products, and yield The reactants are C1(=CC=CC=C1)C(CC(=O)O)CCCC1=CC=CC=C1 (2,5-diphenylpentane carboxylic acid), 9, C(=O)(N1C=NC=C1)N1C=NC=C1 (carbonyldiimidazole), CC=1C(=C(C=CC1C)CCN)OCC (2-(3,4-dimethylethoxyphenyl)ethylamine), O1CCCC1 (tetrahydrofuran). Run at time 8 hour. The product is COC=1C=C(C=CC1OC)CCNC(=O)CC(CCCC1=CC=CC=C1)C1=CC=CC=C1 (N-[2-(3,4-Dimethoxyphenyl)ethyl]-2,5-diphenylpentane-carboxylic acid amide). Reaction SMILES: [C:1]1([CH:7]([CH2:12][CH2:13][CH2:14][C:15]2[CH:20]=[CH:19][CH:18]=[CH:17][CH:16]=2)[CH2:8][C:9]([OH:11])=O)[CH:6]=[CH:5][CH:4]=[CH:3][CH:2]=1.C([N:28]1[CH:32]=[CH:31]N=C1)(N1C=CN=C1)=O.C[C:34]1[C:35]([O:44][CH2:45]C)=[C:36](CCN)[CH:37]=[CH:38][C:39]=1C.[O:47]1CCC[CH2:48]1>>[CH3:45][O:44][C:35]1[CH:36]=[C:37]([CH2:31][CH2:32][NH:28][C:9]([CH2:8][CH:7]([C:1]2[CH:2]=[CH:3][CH:4]=[CH:5][CH:6]=2)[CH2:12][CH2:13][CH2:14][C:15]2[CH:20]=[CH:19][CH:18]=[CH:17][CH:16]=2)=[O:11])[CH:38]=[CH:39][C:34]=1[O:47][CH3:48]. Procedure details: A solution of 3.0 g (11.8 mmol) of 2,5-diphenylpentane carboxylic acid and 1.91 9 (11.8 mmol) of carbonyldiimidazole is stirred at ambient temperature for one hour and then mixed with a solution of 2.13 g (11.8 mmol) of 2-(3,4-dimethylethoxyphenyl)ethylamine in 20 ml of tetrahydrofuran, stirred overnight at ambient temperature and, after the solvent has been distilled off, the residue is dissolved in ethyl acetate. The organic phase is washed twice with 15 ml of 1N HCl, twice with 20 ml of satur...